This data is from the Open Reaction Database (ORD), a public repository of structured organic reaction records. The task is: describe an organic reaction: reactants, conditions, products, and yield The yield is 61.9%. Reaction SMILES: [F:1][C:2]1[C:3]([F:13])=[CH:4][C:5]2[O:9][C:8]([C:10]#[N:11])=[CH:7][C:6]=2[CH:12]=1.Cl.[NH2:15][OH:16].C(=O)([O-])[O-].[K+].[K+]>C(O)C>[F:1][C:2]1[C:3]([F:13])=[CH:4][C:5]2[O:9][C:8]([C:10](=[N:15][OH:16])[NH2:11])=[CH:7][C:6]=2[CH:12]=1 |f:1.2,3.4.5|. Reported procedure: A mixture of 1.2 g (6.7 mmol) of 5,6-difluorobenzofuran-2-carbonitrile, 0.93 g (13.4 mmol) of hydroxylamine hydrochloride, 2.78 g (20.1 mmol) of potassium carbonate and 50 ml of anhydrous ethanol was heated under reflux over 16 hours while stirring. Subsequently, the solid was filtered off and the filtrate was concentrated in a vacuum. The crude product obtained was purified by column chromatography on silica gel (ethyl acetate/hexane 3:2). There was obtained 0.88 g (61%) of 5,6-difluorobenzofur... Yields the product FC=1C(=CC2=C(C=C(O2)C(N)=NO)C1)F (5,6-difluorobenzofuran-2-carboxamidoxime). The reactants are FC=1C(=CC2=C(C=C(O2)C#N)C1)F (5,6-difluorobenzofuran-2-carbonitrile), Cl.NO (hydroxylamine hydrochloride), C([O-])([O-])=O.[K+].[K+] (potassium carbonate). Solvent: C(C)O (ethanol). Reactants: C(#N)C(=CNC(N1C(NCC1)=O)=N)C(N(C1=CC(=CC=C1)C(F)(F)F)CCCC)=O (1-cyano-1-[N-butyl-N-(3-trifluoromethylphenyl)carbamoyl]-2-[imino(2-oxo-1-imidazolidinyl)methylamino]ethene), C(C(=O)O)(=O)O (oxalic acid). Solvent: C(C)(=O)O (acetic acid). Conditions: time 3 hour. The product is C(C)N(C(=O)C=1C(=NC(=NC1)N1C(NC(C1)C)=O)N)C1=CC(=CC=C1)C(F)(F)F (4-amino-2-(4-methyl-2-oxo-1-imidazolidinyl)pyrimidine-5-carboxylic acid N-ethyl-N-(3-trifluoromethylphenyl)amide). The yield is 173.2%. RXN SMILES: [C:1]([C:3]([C:14](=[O:30])[N:15]([CH2:26][CH2:27]CC)[C:16]1[CH:21]=[CH:20][CH:19]=[C:18]([C:22]([F:25])([F:24])[F:23])[CH:17]=1)=[CH:4][NH:5][C:6](=[NH:13])[N:7]1[CH2:11][CH2:10][NH:9][C:8]1=[O:12])#[N:2].[C:31](O)(=O)C(O)=O>C(O)(=O)C>[CH2:26]([N:15]([C:16]1[CH:21]=[CH:20][CH:19]=[C:18]([C:22]([F:25])([F:23])[F:24])[CH:17]=1)[C:14]([C:3]1[C:1]([NH2:2])=[N:13][C:6]([N:7]2[CH2:11][CH:10]([CH3:31])[NH:9][C:8]2=[O:12])=[N:5][CH:4]=1)=[O:30])[CH3:27]. Procedure: A mixture of 4.084 g (10 mmol) of a compound II (R1 =CH3 ; R2, R3, R5, R6 =H; R4 =C2H5), 360 mg (4 mmol) of anhydrous oxalic acid and 9 ml of glacial acetic acid was stirred at 60° for 3 hours and then worked up as described in Example 5. 2.83 g (69.3% yield) of pure 4-amino-2-(4-methyl-2-oxo-1-imidazolidinyl)pyrimidine-5-carboxylic acid N-ethyl-N-(3-trifluoromethylphenyl)amide were obtained (by crystallization from ether) after drying, melting point 208°-209°. Starting materials: [C-]#N.[Na+] (NaCN), N(=O)OC(C)(C)C (t-butyl nitrite), C(#N)[Cu] (CuCN), BrC1=C(N)C=CC(=C1)C (2-bromo-4-methylaniline), F[B-](F)(F)F (tetrafluoroborate), solution. Solvent: O (water), CCOCC (Et2O). Run at temperature 0 celsius, time 45 minute. Yields the product BrC1=C(C#N)C=CC(=C1)C (2-bromo-4-methyl-benzonitrile). Isolated yield 54.3%. Reaction SMILES: [Br:1][C:2]1[CH:8]=[C:7]([CH3:9])[CH:6]=[CH:5][C:3]=1N.F[B-](F)(F)F.N(OC(C)(C)C)=O.[C:22]([Cu])#[N:23].[C-]#N.[Na+]>CCOCC.O>[Br:1][C:2]1[CH:8]=[C:7]([CH3:9])[CH:6]=[CH:5][C:3]=1[C:22]#[N:23] |f:4.5|. Procedure: To a solution of 2-bromo-4-methylaniline (558 mg, 3.0 mmol) in 30 mL of acetbnitrile was added tetrafluoroborate (600 μL of a 54% solution in Et2O, 4.35 mmol). The solution was cooled to about 0° C. and t-butyl nitrite (55 uL, 4.62 mmol) was added. After stirring for about 45 minutes, the solution was transferred to a solution of CuCN (800 mg, 8.93 mmol) and NaCN (1.47 g, 30 mmol) in 30 mL, of water cooled to 0° C. via cannula. The cold bath was removed. After stirring overnight, the aqueous sol... The reactants are FC1=CC2=C(C=C(O2)C2=NC3=CC=C(C=C3N=C2N2[C@H](CCC2)C)C(=O)OC)C=C1 (methyl 2-(6-fluoro-1-benzofuran-2-yl)-3-[(2S)-2-methylpyrrolidin-1-yl]quinoxaline-6-carboxylate), [OH-].[Na+] (sodium hydroxide). The solvent is CO (methanol), O (water). Conditions: time 8 hour. Product: FC1=CC2=C(C=C(O2)C2=NC3=CC=C(C=C3N=C2N2[C@H](CCC2)C)C(=O)O)C=C1 ((S)-2-(6-fluorobenzofuran-2-yl)-3-(2-methylpyrrolidin-1-yl)quinoxaline-6-carboxylic acid). Yield: 50.2%. RXN SMILES: [F:1][C:2]1[CH:30]=[CH:29][C:5]2[CH:6]=[C:7]([C:9]3[C:18]([N:19]4[CH2:23][CH2:22][CH2:21][C@@H:20]4[CH3:24])=[N:17][C:16]4[C:11](=[CH:12][CH:13]=[C:14]([C:25]([O:27]C)=[O:26])[CH:15]=4)[N:10]=3)[O:8][C:4]=2[CH:3]=1.[OH-].[Na+]>CO.O>[F:1][C:2]1[CH:30]=[CH:29][C:5]2[CH:6]=[C:7]([C:9]3[C:18]([N:19]4[CH2:23][CH2:22][CH2:21][C@@H:20]4[CH3:24])=[N:17][C:16]4[C:11](=[CH:12][CH:13]=[C:14]([C:25]([OH:27])=[O:26])[CH:15]=4)[N:10]=3)[O:8][C:4]=2[CH:3]=1 |f:1.2|. Reported procedure: To a solution of methyl 2-(6-fluoro-1-benzofuran-2-yl)-3-[(2S)-2-methylpyrrolidin-1-yl]quinoxaline-6-carboxylate (78 mg, 0.19 mmol) in methanol (25 mL) and water (5 mL) was added sodium hydroxide (23 mg, 0.57 mmol) with stirring overnight at room temperature. The reaction mixture was concentrated under vacuum, dissolved in water (10 mL), adjusted to pH 5 with HCl (3N) to give the precipitate, which was collected by filtration to afford (S)-2-(6-fluorobenzofuran-2-yl)-3-(2-methylpyrrolidin-1-yl)q... Reactants: ClC1=CC=CC2=C1SC(=C2)C(=O)O (7-chloro-2-benzo[b]thiophenecarboxylic acid), S(=O)(Cl)Cl (thionyl chloride). Run in C1(=CC=CC=C1)C (toluene). Product: ClC1=CC=CC2=C1SC(=C2)C(=O)Cl (7-chloro-2-benzo[b]thiophenecarboxylic acid chloride). As a reaction SMILES: [Cl:1][C:2]1[C:7]2[S:8][C:9]([C:11]([OH:13])=O)=[CH:10][C:6]=2[CH:5]=[CH:4][CH:3]=1.S(Cl)([Cl:16])=O>C1(C)C=CC=CC=1>[Cl:1][C:2]1[C:7]2[S:8][C:9]([C:11]([Cl:16])=[O:13])=[CH:10][C:6]=2[CH:5]=[CH:4][CH:3]=1. Reported procedure: 16.6 g of the 7-chloro-2-benzo[b]thiophenecarboxylic acid prepared in A above was added to thionyl chloride (48 ml) and toluene (10 ml) and refluxed for 4 hours. Excess thionyl chloride was then removed and the resultant residue was treated with toluene (20 ml). The toluene was then removed under reduced pressure to produce 17.8 g of 7-chloro-2-benzo[b]thiophenecarboxylic acid chloride as a reddish solid. Reactants: ClC1=C(C=C(N)C=C1)C=C(C(=O)OCC)Cl (4-chloro-3-(2-chloro-2-ethoxycarbonyl-ethenyl)aniline), CC1CC(=O)OC(C1)=O (3-methylglutaric anhydride). The solvent is ClCCl (dichloromethane), ClCCl (dichloromethane). Run at time 3 hour. Product: ClC1=C(C=C(C=C1)NC(CC(CC(=O)O)C)=O)C=C(C(=O)OCC)Cl (N-[4-Chloro-3-(2-chloro-2-ethoxycarbonyletheny1)phenyl]-3-methylglutaric acid monoamide). RXN SMILES: [Cl:1][C:2]1[CH:8]=[CH:7][C:5]([NH2:6])=[CH:4][C:3]=1[CH:9]=[C:10]([Cl:16])[C:11]([O:13][CH2:14][CH3:15])=[O:12].[CH3:17][CH:18]1[CH2:24][C:23](=[O:25])[O:22][C:20](=[O:21])[CH2:19]1>ClCCl>[Cl:1][C:2]1[CH:8]=[CH:7][C:5]([NH:6][C:23](=[O:25])[CH2:24][CH:18]([CH3:17])[CH2:19][C:20]([OH:22])=[O:21])=[CH:4][C:3]=1[CH:9]=[C:10]([Cl:16])[C:11]([O:13][CH2:14][CH3:15])=[O:12]. Procedure: 5.2 g of 4-chloro-3-(2-chloro-2-ethoxycarbonyl-ethenyl)aniline in 30 ml of dichloromethane were added dropwise at 25° C. to a solution of 2.56 g of 3-methylglutaric anhydride in 50 ml of dichloromethane. After 3 h, the deposited precipitate was removed and washed with dichloromethane. Yield: 5 g; m.p.: 137°-138° C. As a reaction SMILES: [CH2:38]1[O:39][CH2:40][CH2:41][CH2:42]1.[CH3:31][C:32]([CH3:33])([O-:34])[CH3:35].[Cl:16][CH2:17][S:18](=[O:19])(=[O:20])[c:21]1[cH:22][cH:23][cH:24][c:25]2[cH:26][cH:27][cH:28][cH:29][c:30]12.[Cl:1][CH2:2][CH2:3][O:4][c:5]1[c:6]([N+:13](=[O:14])[O-:15])[cH:7][cH:8][c:9]([O:11][CH3:12])[cH:10]1.[ClH:37].[K+:36]>>[Cl:1][CH2:2][CH2:3][O:4][c:5]1[c:6]([N+:13](=[O:14])[O-:15])[c:7]([CH2:17][S:18](=[O:19])(=[O:20])[c:21]2[cH:22][cH:23][cH:24][c:25]3[cH:26][cH:27][cH:28][cH:29][c:30]23)[cH:8][c:9]([O:11][CH3:12])[cH:10]1. The reactants are C1CCOC1, CC(C)(C)[O-], O=S(=O)(CCl)c1cccc2ccccc12, COc1ccc([N+](=O)[O-])c(OCCCl)c1, Cl, [K+]. Yields the product COc1cc(CS(=O)(=O)c2cccc3ccccc23)c([N+](=O)[O-])c(OCCCl)c1. Starting materials: Cl (hydrochloric acid), BrC=1SC=CC1C1CC(C=2C(=CC=NC2C1)C)=O (7-(2-bromothiophen-3-yl)-4-methyl-5,6,7,8-tetrahydroquinolin-5-one), C(=N)(N)NN.Cl (aminoguanidine hydrochloride). Solvent: C(C)O (ethanol). Run at temperature 90 celsius, time 13 hour. Product: Cl.BrC=1SC=CC1C1CC(C=2C(=CC=NC2C1)C)=NNC(=N)N (7-(2-bromothiophen-3-yl)-5-guanidinoimino-4-methyl-5,6,7,8-tetrahydroquinoline hydrochloride). Isolated yield 90.6%. As a reaction SMILES: [Br:1][C:2]1[S:3][CH:4]=[CH:5][C:6]=1[CH:7]1[CH2:16][C:15]2[N:14]=[CH:13][CH:12]=[C:11]([CH3:17])[C:10]=2[C:9](=O)[CH2:8]1.[C:19]([NH:22][NH2:23])([NH2:21])=[NH:20].[ClH:24].Cl>C(O)C>[ClH:24].[Br:1][C:2]1[S:3][CH:4]=[CH:5][C:6]=1[CH:7]1[CH2:16][C:15]2[N:14]=[CH:13][CH:12]=[C:11]([CH3:17])[C:10]=2[C:9](=[N:23][NH:22][C:19]([NH2:21])=[NH:20])[CH2:8]1 |f:1.2,5.6|. Procedure: To a mixture of 7-(2-bromothiophen-3-yl)-4-methyl-5,6,7,8-tetrahydroquinolin-5-one (0.12 g) and aminoguanidine hydrochloride (45 mg) were added ethanol (2 ml) and concentrated hydrochloric acid (0.05 ml), and the mixture was stirred at 90° C. for 13 hours and cooled. Precipitated crystals were filtered, washed with ethanol and dried to give 7-(2-bromothiophen-3-yl)-5-guanidinoimino-4-methyl-5,6,7,8-tetrahydroquinoline hydrochloride (Compound 123) (0.14 g) as pale yellow crystals.